Dataset: the Open Reaction Database (ORD), a public repository of structured organic reaction records. Task: describe an organic reaction: reactants, conditions, products, and yield The reactants are [OH-].[Na+] (NaOH), C(C1=CC=CC=C1)OC1=C(C=CC(=C1)OC)C1CC(N(C1)C=1C=C(C#N)C=CC1)=O (3-[4-(2-Benzyloxy-4-methoxyphenyl)-2-oxo-pyrrolidin-1-yl]benzonitrile), OO (H2O2). Run in CCO (EtOH). Conditions: temperature 45 celsius. Yields the product C(C1=CC=CC=C1)OC1=C(C=CC(=C1)OC)C1CC(N(C1)C=1C=C(C(=O)N)C=CC1)=O (3-[4-(2-benzyloxy-4-methoxyphenyl)-2-oxo-pyrrolidin-1-yl]benzamide). RXN SMILES: [CH2:1]([O:8][C:9]1[CH:14]=[C:13]([O:15][CH3:16])[CH:12]=[CH:11][C:10]=1[CH:17]1[CH2:21][N:20]([C:22]2[CH:23]=[C:24]([CH:27]=[CH:28][CH:29]=2)[C:25]#[N:26])[C:19](=[O:30])[CH2:18]1)[C:2]1[CH:7]=[CH:6][CH:5]=[CH:4][CH:3]=1.[OH-:31].[Na+].OO>CCO>[CH2:1]([O:8][C:9]1[CH:14]=[C:13]([O:15][CH3:16])[CH:12]=[CH:11][C:10]=1[CH:17]1[CH2:21][N:20]([C:22]2[CH:23]=[C:24]([CH:27]=[CH:28][CH:29]=2)[C:25]([NH2:26])=[O:31])[C:19](=[O:30])[CH2:18]1)[C:2]1[CH:7]=[CH:6][CH:5]=[CH:4][CH:3]=1 |f:1.2|. Reported procedure: 3-[4-(2-Benzyloxy-4-methoxyphenyl)-2-oxo-pyrrolidin-1-yl]benzonitrile (2 g) was dissolved in 30 mL EtOH. A solution of 25% NaOH (0.23 mL) was added followed by 2.3 mL H2O2 (30%). The mixture was heated to 45° C. for 5 h and cooled to r.t. After concentration the residue was dissolved in CH3Cl (100 mL), washed with NH4Cl, water, and brine, dried over MgSO4, and concentrated to give 1.83 g of crude product which was used in the next step without purification. The reactants are COC1=CC=C(C=C1)N (4-anisidine), II (iodine), O=C(C)C=C(C)C (mesityl oxide). The product is COC=1C=C2C(=CC(NC2=CC1)(C)C)C (1,2-Dihydro-6-methoxy-2,2,4-trimethylquinoline). As a reaction SMILES: [CH3:1][O:2][C:3]1[CH:8]=[CH:7][C:6]([NH2:9])=[CH:5][CH:4]=1.II.O=[C:13]([CH:15]=[C:16]([CH3:18])[CH3:17])[CH3:14]>>[CH3:1][O:2][C:3]1[CH:8]=[C:7]2[C:6](=[CH:5][CH:4]=1)[NH:9][C:16]([CH3:18])([CH3:17])[CH:15]=[C:13]2[CH3:14]. Procedure: Skraup reaction of 4-anisidine (5.0 g) and iodine (1.7 g) in mesityl oxide (25 ml) was performed according to the method described in example 1.